From a dataset of the Open Reaction Database (ORD), a public repository of structured organic reaction records. describe an organic reaction: reactants, conditions, products, and yield Starting materials: C(#N)CC(=O)NC1CCCCC1 (2-cyano-N-cyclohexyl-acetamide), C(#N)CC(=O)NC1CCCCC1 (2-cyano-N-cyclohexyl-acetamide), C(OCC)(OCC)OCC (Triethyl orthoformate). The solvent is C(C)(=O)OC(C)=O (acetic anhydride). The product is C(#N)C(C(=O)NC1CCCCC1)=COCC (2-cyano-N-cyclohexyl-3-ethoxy-prop-2-enamide). Yield: 35.4%. RXN SMILES: [C:1]([CH2:3][C:4]([NH:6][CH:7]1[CH2:12][CH2:11][CH2:10][CH2:9][CH2:8]1)=[O:5])#[N:2].[CH:13](OCC)(OCC)[O:14][CH2:15][CH3:16]>C(OC(=O)C)(=O)C>[C:1]([C:3](=[CH:13][O:14][CH2:15][CH3:16])[C:4]([NH:6][CH:7]1[CH2:12][CH2:11][CH2:10][CH2:9][CH2:8]1)=[O:5])#[N:2]. Reported procedure: 2-cyano-N-cyclohexyl-acetamide (Intermediate #18) (1.35 g, 8.09 mmol) was suspended in acetic anhydride (20 mL). Triethyl orthoformate (3.91 g, 21 mmol) was added and the mixture heated to reflux for 5 h. The reaction mixture was cooled to ambient and volatiles removed by evaporation in vacuo to leave a brown oil which was which was purified by chromatography on silica gel eluting with an EtOAc/DCM gradient (0-10%) to give the title compound as a solid (637 mg, 35%) The reactants are O[C@H]1C2(CC2)CCN(C1)C(CCCN1C([C@@H](NCC1)C)=O)=O ((S)-1-[4-((S)-4-hydroxy-6-aza-spiro[2.5]oct-6-yl)-4-oxo-butyl]-3-methyl-piperazin-2-one), ClC1=C(C=CC(=C1)N=C=O)C(F)(F)F (2-chloro-4-isocyanato-1-trifluoromethyl-benzene), O[C@H]1C2(CC2)CCN(C1)C(CCCN1C([C@@H](NCC1)C)=O)=O ((S)-1-[4-((S)-4-hydroxy-6-aza-spiro[2.5]oct-6-yl)-4-oxo-butyl]-3-methyl-piperazin-2-one), ClC1=C(C=CC(=C1)N=C=O)C(F)(F)F (2-chloro-4-isocyanato-1-trifluoromethyl-benzene). Yields the product ClC=1C=C(C=CC1C(F)(F)F)NC(=O)N1[C@H](C(N(CC1)CCCC(=O)N1C[C@H](C2(CC2)CC1)O)=O)C ((S)-4-[4-((S)-4-Hydroxy-6-aza-spiro[2.5]oct-6-yl)-4-oxo-butyl]-2-methyl-3-oxo-piperazine-1-carboxylic acid (3-chloro-4-trifluoromethyl-phenyl)-amide). Yield: 83.0%. RXN SMILES: [OH:1][C@@H:2]1[CH2:9][N:8]([C:10](=[O:22])[CH2:11][CH2:12][CH2:13][N:14]2[CH2:19][CH2:18][NH:17][C@@H:16]([CH3:20])[C:15]2=[O:21])[CH2:7][CH2:6][C:3]21[CH2:5][CH2:4]2.[Cl:23][C:24]1[CH:29]=[C:28]([N:30]=[C:31]=[O:32])[CH:27]=[CH:26][C:25]=1[C:33]([F:36])([F:35])[F:34]>>[Cl:23][C:24]1[CH:29]=[C:28]([NH:30][C:31]([N:17]2[CH2:18][CH2:19][N:14]([CH2:13][CH2:12][CH2:11][C:10]([N:8]3[CH2:7][CH2:6][C:3]4([CH2:5][CH2:4]4)[C@H:2]([OH:1])[CH2:9]3)=[O:22])[C:15](=[O:21])[C@@H:16]2[CH3:20])=[O:32])[CH:27]=[CH:26][C:25]=1[C:33]([F:36])([F:35])[F:34]. Reported procedure: In analogy to the procedure described in Example 30, (S)-1-[4-((S)-4-hydroxy-6-aza-spiro[2.5]oct-6-yl)-4-oxo-butyl]-3-methyl-piperazin-2-one (intermediate 13) and 2-chloro-4-isocyanato-1-trifluoromethyl-benzene (intermediate 16) gave the titled compound in 83% yield as white foam. MS: 531.20 (MH+, 1Cl). The reactants are COC1=CC=C(CN2C(=C(C3=CC=CC(=C23)C2=C(C=CC=C2)C)CCCOC2=CC=CC3=CC=CC=C23)C#N)C=C1 (1-(4-methoxybenzyl)-3-(3-(naphthalen-1-yloxy)propyl)-7-o-tolyl-1H-indole-2-carbonitrile), [N-]=[N+]=[N-].[Na+] (NaN3), [NH4+].[Cl-] (NH4Cl). Solvent: C[N-]C (N,N-dimethylamide), ClCCl.FC(C(=O)O)(F)F (dichloromethane trifluoroacetic acid). Run at temperature 125 celsius. The product is CC1=C(C=CC=C1)C=1C=CC=C2C(=C(NC12)C1=NN=NN1)CCCOC1=CC=CC2=CC=CC=C12 (7-(2-methylphenyl)-3-(3-(1-naphthyloxy)propyl)-2-(1H-tetraazol-5-yl)-1H-indole). RXN SMILES: COC1C=CC(C[N:8]2[C:16]3[C:11](=[CH:12][CH:13]=[CH:14][C:15]=3[C:17]3[CH:22]=[CH:21][CH:20]=[CH:19][C:18]=3[CH3:23])[C:10]([CH2:24][CH2:25][CH2:26][O:27][C:28]3[C:37]4[C:32](=[CH:33][CH:34]=[CH:35][CH:36]=4)[CH:31]=[CH:30][CH:29]=3)=[C:9]2[C:38]#[N:39])=CC=1.[N-:42]=[N+:43]=[N-:44].[Na+].[NH4+].[Cl-]>C[N-]C.ClCCl.FC(F)(F)C(O)=O>[CH3:23][C:18]1[CH:19]=[CH:20][CH:21]=[CH:22][C:17]=1[C:15]1[CH:14]=[CH:13][CH:12]=[C:11]2[C:16]=1[NH:8][C:9]([C:38]1[NH:39][N:44]=[N:43][N:42]=1)=[C:10]2[CH2:24][CH2:25][CH2:26][O:27][C:28]1[C:37]2[C:32](=[CH:33][CH:34]=[CH:35][CH:36]=2)[CH:31]=[CH:30][CH:29]=1 |f:1.2,3.4,6.7|. Procedure details: To a mixture of EXAMPLE 581D (232 mg) in N,N-dimethylamide (10 ml) was added NaN3 (281 mg) and NH4Cl (231 mg). The mixture was stirred at reflux overnight. The mixture was concentrated under vacuum and the residue was partitioned between ethyl acetate (200 ml) and water (60 ml). The organic phase was washed with brine and dried over Na2SO4. Concentration of the solvent gave crude product which was dissolved in dichloromethane/trifluoroacetic acid (1:1, 4 ml) and heated to 125° C. in a microwave ... Starting materials: ClC1=CC(=C(C=O)C=C1)[N+](=O)[O-] (4-chloro-2-nitro-benzaldehyde), C([O-])([O-])=O.[K+].[K+] (potassium carbonate), C(CS)(=O)OC (methyl thioglycolate), ice water. The solvent is CN(C)C=O (DMF). Run at temperature 0 celsius, time 30 minute. Product: COC(=O)C1=CC2=C(S1)C=C(C=C2)Cl (6-chloro-benzo[b]thiophene-2-carboxylic acid methyl ester). Isolated yield 86.0%. RXN SMILES: [Cl:1][C:2]1[CH:9]=[CH:8][C:5]([CH:6]=O)=[C:4]([N+]([O-])=O)[CH:3]=1.C(=O)([O-])[O-].[K+].[K+].[C:19]([O:23][CH3:24])(=[O:22])[CH2:20][SH:21]>CN(C=O)C>[CH3:24][O:23][C:19]([C:20]1[S:21][C:4]2[CH:3]=[C:2]([Cl:1])[CH:9]=[CH:8][C:5]=2[CH:6]=1)=[O:22] |f:1.2.3|. Procedure details: To a solution of 600 mg (3.23 mmol) of 4-chloro-2-nitro-benzaldehyde in DMF (7 ml) were added 559 mg (4.04 mmol) of potassium carbonate and 294 μl (3.23 mmol) of methyl thioglycolate at 0° C. The reaction mixture was stirred for 30 min at 0° C. and then for 24 h at RT. Then the mixture was poured into ice-water and the precipitate was collected by filtration and dissolved in ethyl acetate. The solution was dried (MgSO4) and concentrated to yield 630 mg (86%) of 6-chloro-benzo[b]thiophene-2-carbo... Reactants: Cl, NC1C2CC3CC1CN(C3)C2, O=C(O)c1ccc2cc[nH]c2c1. Product: Cl, O=C(NC1C2CC3CC1CN(C3)C2)c1ccc2cc[nH]c2c1. RXN SMILES: [ClH:1].[N:2]12[CH2:3][CH:4]3[CH:5]([NH2:12])[CH:6]([CH2:7][CH:8]([CH2:9]1)[CH2:10]3)[CH2:11]2.[nH:13]1[cH:14][cH:15][c:16]2[cH:17][cH:18][c:19]([C:22](=[O:23])[OH:24])[cH:20][c:21]12>>[ClH:1].[N:2]12[CH2:3][CH:4]3[CH:5]([NH:12][C:22]([c:19]4[cH:18][cH:17][c:16]5[cH:15][cH:14][nH:13][c:21]5[cH:20]4)=[O:23])[CH:6]([CH2:7][CH:8]([CH2:9]1)[CH2:10]3)[CH2:11]2.